From a dataset of the Open Reaction Database (ORD), a public repository of structured organic reaction records. describe an organic reaction: reactants, conditions, products, and yield Reactants: C(CCC)OC1=CC(=C(C(=O)NC2=CC(=C(C=C2)N2CC(CC2)N(C)C)F)C=C1)C (4-butoxy-N-[4-(3-dimethylaminopyrrolidin-1-yl)-3-fluorophenyl]-2-methylbenzamide), Cl (hydrochloric acid), C(CCC)[Li] (n-Butyllithium), C(C)(C)NC(C)C (N,N-diisopropylamine). Solvent: C1CCOC1 (THF), CN(C)C=O (DMF). Conditions: temperature -78 celsius, time 10 minute. Yields the product C(CCC)OC=1C=C2C=CN(C(C2=CC1)=O)C1=CC(=C(C=C1)N1CC(CC1)N(C)C)F (6-Butoxy-2-[4-(3-dimethylaminopyrrolidin-1-yl)-3-fluorophenyl]-2H-isoquinolin-1-one). Reaction SMILES: [CH2:1]([Li])CCC.C(NC(C)C)(C)C.[CH2:13]([O:17][C:18]1[CH:41]=[CH:40][C:21]([C:22]([NH:24][C:25]2[CH:30]=[CH:29][C:28]([N:31]3[CH2:35][CH2:34][CH:33]([N:36]([CH3:38])[CH3:37])[CH2:32]3)=[C:27]([F:39])[CH:26]=2)=[O:23])=[C:20]([CH3:42])[CH:19]=1)[CH2:14][CH2:15][CH3:16].Cl>C1COCC1.CN(C=O)C>[CH2:13]([O:17][C:18]1[CH:19]=[C:20]2[C:21](=[CH:40][CH:41]=1)[C:22](=[O:23])[N:24]([C:25]1[CH:30]=[CH:29][C:28]([N:31]3[CH2:35][CH2:34][CH:33]([N:36]([CH3:38])[CH3:37])[CH2:32]3)=[C:27]([F:39])[CH:26]=1)[CH:1]=[CH:42]2)[CH2:14][CH2:15][CH3:16]. Procedure details: n-Butyllithium (2.6M in toluene; 0.70 mL) was added to a solution of N,N-diisopropylamine (184 mg) in THF (30 mL) at −78° C. After 10 minutes, 4-butoxy-N-[4-(3-dimethylaminopyrrolidin-1-yl)-3-fluorophenyl]-2-methylbenzamide (0.30 g) was added, and the mixture was stirred at −78° C. for 30 minutes and then warmed to −20° C. DMF (53 mg) was added, and the reaction mixture was hydrolyzed after a further 30 minutes with hydrochloric acid. The reaction mixture was partitioned between sodium carbonate...